The task is: describe an organic reaction: reactants, conditions, products, and yield. This data is from the Open Reaction Database (ORD), a public repository of structured organic reaction records. Starting materials: C(CCCCCCC)NC(=O)[C@H]1[C@@H](C1)C1=CC=C(C=C1)[N+](=O)[O-] (trans-N-octyl-2-(4-nitrophenyl)cyclopropanecarboxamide). Reagents/catalysts: [Fe] (iron). Solvent: C(C)(=O)O (acetic acid). Run at time 10 minute. Product: C(CCCCCCC)NC(=O)[C@H]1[C@@H](C1)C1=CC=C(C=C1)N (trans-N-Octyl-2-(4-aminophenyl)cyclopropanecarboxamide). RXN SMILES: [CH2:1]([NH:9][C:10]([C@@H:12]1[CH2:14][C@H:13]1[C:15]1[CH:20]=[CH:19][C:18]([N+:21]([O-])=O)=[CH:17][CH:16]=1)=[O:11])[CH2:2][CH2:3][CH2:4][CH2:5][CH2:6][CH2:7][CH3:8]>[Fe].C(O)(=O)C>[CH2:1]([NH:9][C:10]([C@@H:12]1[CH2:14][C@H:13]1[C:15]1[CH:20]=[CH:19][C:18]([NH2:21])=[CH:17][CH:16]=1)=[O:11])[CH2:2][CH2:3][CH2:4][CH2:5][CH2:6][CH2:7][CH3:8]. Procedure details: To a stirred solution of 6.2 g. of trans-N-octyl-2-(4-nitrophenyl)cyclopropanecarboxamide in 70 ml. of glacial acetic acid, at 85° C., was added 5.3 g. of iron powder, portionwise, during 10 minutes. The temperature was kept between 85° and 90° C. during the addition. At the end of the addition, stirring was continued at 85°-90° C. for 10 minutes, and then the hot reaction mixture was filtered. The filtrate was evaporated in vacuo, and the residue thus obtained was partitioned between 350 ml. of... The reactants are C(C(=O)Cl)(=O)Cl (oxalyl chloride), N12C[C@@H](C(CC1)CC2)C(=O)O ((R)-1-Azabicyclo[2.2.2]octane-3-carboxylic acid). Solvent: C1(=CC=CC=C1)C (toluene). Conditions: time 18 hour. Yields the product Cl.N12C[C@@H](C(CC1)CC2)C(=O)Cl ((3R)-Quinuclidine-3-carbonyl chloride hydrochloride). Reaction SMILES: [C:1](Cl)(=O)[C:2]([Cl:4])=[O:3].[N:7]12[CH2:14]C[CH:10]([CH2:11][CH2:12]1)[C@@H:9](C(O)=O)[CH2:8]2>C1(C)C=CC=CC=1>[ClH:4].[N:7]12[CH2:12][CH2:11][CH:10]([CH2:9][CH2:8]1)[C@@H:1]([C:2]([Cl:4])=[O:3])[CH2:14]2 |f:3.4|. Procedure: 8.18 g (64.43 mmol) of oxalyl chloride are added dropwise to a solution of 2.0 g (12.89 mmol) of (R)-1-azabicyclo[2.2.2]octane-3-carboxylic acid (Example 3A) in 10 ml of toluene. After stirring at room temperature for 18 h, the reaction mixture is concentrated in vacuo and codistilled with toluene twice. Drying under high vacuum results in 2.31 g (85.2% of theory) of the title compound, which is reacted further without further purification. Reactants: CCc1nc(CN2CC(C(=O)OC)C2)ccc1-c1noc(-c2ccc(CC(C)C)c(F)c2)n1, [Na+], [OH-]. Product: CCc1nc(CN2CC(C(=O)O)C2)ccc1-c1noc(-c2ccc(CC(C)C)c(F)c2)n1. Reaction SMILES: [CH2:1]([CH3:2])[c:3]1[c:4](-[c:18]2[n:19][o:20][c:21](-[c:23]3[cH:24][c:25]([F:33])[c:26]([CH2:29][CH:30]([CH3:31])[CH3:32])[cH:27][cH:28]3)[n:22]2)[cH:5][cH:6][c:7]([CH2:9][N:10]2[CH2:11][CH:12]([C:14](=[O:15])[O:16][CH3:17])[CH2:13]2)[n:8]1.[Na+:35].[OH-:34]>>[CH2:1]([CH3:2])[c:3]1[c:4](-[c:18]2[n:19][o:20][c:21](-[c:23]3[cH:24][c:25]([F:33])[c:26]([CH2:29][CH:30]([CH3:31])[CH3:32])[cH:27][cH:28]3)[n:22]2)[cH:5][cH:6][c:7]([CH2:9][N:10]2[CH2:11][CH:12]([C:14](=[O:15])[OH:16])[CH2:13]2)[n:8]1. Procedure details: Aqueous glyoxal (50 ml), was added over one minute to a stirred solution of 2-aminobutanamide hydrobromide (61.9 g), in aqueous methanol (650 ml methanol, 70 ml water) at -40° C. 10.8M Aqueous sodium hydroxide solution (76.6 ml) was then added over one hour, keeping the temperature at -40° C. The reaction was then allowed to warm to ambient temperature over 18 hours and concentrated hydrochloric acid (41 ml) was added, followed by solid sodium hydrogen carbonate (33 g). The reaction mixture was ... Solvent: CO (methanol). As a reaction SMILES: [CH:1]([CH:3]=O)=O.Br.[NH2:6][CH:7]([CH2:11][CH3:12])[C:8]([NH2:10])=[O:9].[OH-].[Na+].Cl.C(=O)([O-])O.[Na+]>CO>[CH2:11]([C:7]1[C:8]([OH:9])=[N:10][CH:1]=[CH:3][N:6]=1)[CH3:12] |f:1.2,3.4,6.7|. The product is C(C)C=1C(=NC=CN1)O (3-ethyl-2-hydroxypyrazine). Reactants: Cl (hydrochloric acid), C(O)([O-])=O.[Na+] (sodium hydrogen carbonate), C(=O)C=O (glyoxal), Br.NC(C(=O)N)CC (2-aminobutanamide hydrobromide), [OH-].[Na+] (sodium hydroxide). Starting materials: C1CCOC1, CO, C[Si](C)(C)C#Cc1ccc(Nc2cc(=O)[nH]cc2C(=O)NCCCO)c(F)c1, [K+], [K+], O=C([O-])[O-]. Product: C#Cc1ccc(Nc2cc(=O)[nH]cc2C(=O)NCCCO)c(F)c1. Reaction SMILES: [CH2:37]1[O:38][CH2:39][CH2:40][CH2:41]1.[CH3:35][OH:36].[F:1][c:2]1[c:3]([NH:4][c:5]2[c:6]([C:12](=[O:13])[NH:14][CH2:15][CH2:16][CH2:17][OH:18])[cH:7][nH:8][c:9](=[O:11])[cH:10]2)[cH:19][cH:20][c:21]([C:23]#[C:24][Si:25]([CH3:26])([CH3:27])[CH3:28])[cH:22]1.[K+:29].[K+:30].[O-:31][C:32]([O-:33])=[O:34]>>[F:1][c:2]1[c:3]([NH:4][c:5]2[c:6]([C:12](=[O:13])[NH:14][CH2:15][CH2:16][CH2:17][OH:18])[cH:7][nH:8][c:9](=[O:11])[cH:10]2)[cH:19][cH:20][c:21]([C:23]#[CH:24])[cH:22]1.